Dataset: the Open Reaction Database (ORD), a public repository of structured organic reaction records. Task: describe an organic reaction: reactants, conditions, products, and yield Reactants: COC=1C=C(C=CC1OC)C1=NN(C([C@H]2CCCC[C@@H]12)=O)CCO ((cis)-4-(3,4-Dimethoxyphenyl)-2-(2-hydroxy-1-ethyl)-4a,5,6,7,8,8a-hexahydro-2H-phthalazin-1-one), ClCCl (dichloromethane), BrBr (bromine), C1(=CC=CC=C1)P(C1=CC=CC=C1)C1=CC=CC=C1 (triphenylphosphine), ClCCl (dichloromethane), ClCCl (dichloromethane). Run at time 2 hour. Product: Cl.COC=1C=C(C=CC1OC)C1=NN(C([C@H]2CCCC[C@@H]12)=O)CCBr ((cis)-4-(3,4-Dimethoxyphenyl)-2-(2-bromoethyl)-4a,5,6,7,8,8a-hexahydro-2H-phthalazin-1-one hydrochloride). RXN SMILES: [Br:1]Br.C1(P(C2C=CC=CC=2)C2C=CC=CC=2)C=CC=CC=1.[CH3:22][O:23][C:24]1[CH:25]=[C:26]([C:32]2[C@H:41]3[C@H:36]([CH2:37][CH2:38][CH2:39][CH2:40]3)[C:35](=[O:42])[N:34]([CH2:43][CH2:44]O)[N:33]=2)[CH:27]=[CH:28][C:29]=1[O:30][CH3:31].[Cl:46]CCl>>[ClH:46].[CH3:22][O:23][C:24]1[CH:25]=[C:26]([C:32]2[C@H:41]3[C@H:36]([CH2:37][CH2:38][CH2:39][CH2:40]3)[C:35](=[O:42])[N:34]([CH2:43][CH2:44][Br:1])[N:33]=2)[CH:27]=[CH:28][C:29]=1[O:30][CH3:31] |f:4.5|. Reported procedure: A solution of 25 mmol of bromine in 10 ml of dichloromethane was added to a solution of 25 mmol of triphenylphosphine in 50 ml of dichloromethane at 0° C. under a flow of nitrogen, followed by the addition of 25 mmol of compound 35 in 25 ml of dichloromethane. After complete addition, the mixture was stirred for 2 h at room temperature. The reaction mixture was washed with aqueous sodium carbonate, dried over magnesium sulfate and evaporated. The compound was crystallized from methanol. M.p. 134... Reaction SMILES: [CH:1]1[C:13]2[CH:12]([CH2:14][O:15][C:16]([NH:18][C:19]([CH3:44])([C:21]([NH:23][C@H:24]([C:28]([N:30]([C@@H:32]([C@@H:40]([CH3:43])[CH2:41][CH3:42])[C@H:33]([O:38][CH3:39])[CH2:34][C:35]([OH:37])=[O:36])[CH3:31])=[O:29])[CH:25]([CH3:27])[CH3:26])=[O:22])[CH3:20])=[O:17])[C:11]3[C:6](=[CH:7][CH:8]=[CH:9][CH:10]=3)[C:5]=2[CH:4]=[CH:3][CH:2]=1.N1C=CC=CC=1.FC(F)(F)C(O[C:56]1[C:61]([F:62])=[C:60]([F:63])[C:59]([F:64])=[C:58]([F:65])[C:57]=1[F:66])=O>ClCCl>[CH:10]1[C:11]2[CH:12]([CH2:14][O:15][C:16]([NH:18][C:19]([CH3:44])([C:21]([NH:23][C@H:24]([C:28]([N:30]([C@@H:32]([C@@H:40]([CH3:43])[CH2:41][CH3:42])[C@H:33]([O:38][CH3:39])[CH2:34][C:35](=[O:37])[O:36][C:56]3[C:57]([F:66])=[C:58]([F:65])[C:59]([F:64])=[C:60]([F:63])[C:61]=3[F:62])[CH3:31])=[O:29])[CH:25]([CH3:27])[CH3:26])=[O:22])[CH3:20])=[O:17])[C:13]3[C:5](=[CH:4][CH:3]=[CH:2][CH:1]=3)[C:6]=2[CH:7]=[CH:8][CH:9]=1. Starting materials: C1=CC=CC=2C3=CC=CC=C3C(C12)COC(=O)NC(C)(C(=O)N[C@@H](C(C)C)C(=O)N(C)[C@H]([C@@H](CC(=O)O)OC)[C@H](CC)C)C (N-[(9H-fluoren-9-ylmethoxy)carbonyl]-2-methylalanyl-N-[(2R,3S,4S)-1-carboxy-2-methoxy-4-methylhexan-3-yl]-N-methyl-L-valinamide), N1=CC=CC=C1 (pyridine), FC(C(=O)OC1=C(C(=C(C(=C1F)F)F)F)F)(F)F (pentafluorophenyl trifluoroacetate). Solvent: ClCCl (dichloromethane). Product: C1=CC=CC=2C3=CC=CC=C3C(C12)COC(=O)NC(C)(C(=O)N[C@@H](C(C)C)C(=O)N(C)[C@H]([C@@H](CC(OC1=C(C(=C(C(=C1F)F)F)F)F)=O)OC)[C@H](CC)C)C (N-[(9H-fluoren-9-ylmethoxy)carbonyl]-2-methylalanyl-N-[(3R,4S,5S)-3-methoxy-5-methyl-1-oxo-1-(pentafluorophenoxy)heptan-4-yl]-N-methyl-L-valinamide). Conditions: time 15 minute. Procedure: To a second flask containing #32 (360 mg, 0.59 mmol) in dichloromethane (0.6 mL, 1 M) and pyridine (0.095 mL, 1.2 mmol, 2 eq.) was added drop-wise pentafluorophenyl trifluoroacetate (0.203 mL, 1.18 mmol). This reaction mixture was stirred for 15 minutes. The reactants are C1(=CC=CC=C1)S(=O)(=O)CC1=CC=C2C3=C(C(OC2=C1C(=O)OC)C)OC=C3 (methyl 7-(benzenesulfonylmethyl)-4-methyl-4H-furo[2,3-c]chromene-6-carboxylate), NC1=CC=C(C(=C1C(=O)OC)O)C1=C(OC=C1)CCO (methyl 6-amino-2-hydroxy-3-[2-(2-hydroxyethyl)-furan-3-yl]-benzoate), NC1=CC=C(C(=C1C(=O)OC)O)C1=C(OC=C1)CCO (methyl 6-amino-2-hydroxy-3-[2-(2-hydroxyethyl)-furan-3-yl]-benzoate). Yields the product NC1=C(C2=C(C=3C=COC3CCO2)C=C1)C(=O)OC (Methyl 8-amino-4,5-dihydro-3,6-dioxabenzo[e]azulene-7-carboxylate). Reaction SMILES: C1(S(CC2C(C(OC)=O)=C3C(C4C=COC=4C(C)O3)=CC=2)(=O)=O)C=CC=CC=1.[NH2:29][C:30]1[C:35]([C:36]([O:38][CH3:39])=[O:37])=[C:34](O)[C:33]([C:41]2[CH:45]=[CH:44][O:43][C:42]=2[CH2:46][CH2:47][OH:48])=[CH:32][CH:31]=1>>[NH2:29][C:30]1[CH:31]=[CH:32][C:33]2[C:41]3[CH:45]=[CH:44][O:43][C:42]=3[CH2:46][CH2:47][O:48][C:34]=2[C:35]=1[C:36]([O:38][CH3:39])=[O:37]. Reported procedure: Prepared by proceeding in a similar manner to Intermediate 14 starting from methyl 6-amino-2-hydroxy-3-[2-(2-hydroxyethyl)-furan-3-yl]-benzoate (Intermediate 25). The reactants are CN(C)C=O, N#C[K], OCc1cnn2c(-c3cccnc3)ccnc12. Yields the product N#CCc1cnn2c(-c3cccnc3)ccnc12. Reaction SMILES: [CH3:21][N:22]([CH3:23])[CH:24]=[O:25].[K:18][C:19]#[N:20].[n:1]1[cH:2][c:3](-[c:7]2[cH:8][cH:9][n:10][c:11]3[n:12]2[n:13][cH:14][c:15]3[CH2:16][OH:17])[cH:4][cH:5][cH:6]1>>[n:1]1[cH:2][c:3](-[c:7]2[cH:8][cH:9][n:10][c:11]3[n:12]2[n:13][cH:14][c:15]3[CH2:16][C:19]#[N:20])[cH:4][cH:5][cH:6]1. Starting materials: CC(C)(C)N1CCC(=O)CC1, CO, O=C[O-], [NH4+], O. Yields the product CC(C)(C)N1CCC(N)CC1. As a reaction SMILES: [C:1]([CH3:2])([CH3:3])([CH3:4])[N:5]1[CH2:6][CH2:7][C:8](=[O:11])[CH2:9][CH2:10]1.[CH3:16][OH:17].[CH:12]([O-:13])=[O:14].[NH4+:15].[OH2:18]>>[C:1]([CH3:2])([CH3:3])([CH3:4])[N:5]1[CH2:6][CH2:7][CH:8]([NH2:15])[CH2:9][CH2:10]1. The reactants are O=C([O-])[O-], CCN(CC)C(=O)CCl, CC(C)=O, CCC(O)(c1ccc(O)cc1)c1cccc(C(F)(F)F)c1, [I-], [K+], [K+], [K+]. Product: CCN(CC)C(=O)COc1ccc(C(O)(CC)c2cccc(C(F)(F)F)c2)cc1. RXN SMILES: [C:22](=[O:23])([O-:24])[O-:25].[CH2:30]([CH3:31])[N:32]([C:33]([CH2:34][Cl:35])=[O:36])[CH2:37][CH3:38].[CH3:39][C:40](=[O:41])[CH3:42].[F:1][C:2]([c:3]1[cH:4][c:5]([C:9]([CH2:10][CH3:11])([OH:12])[c:13]2[cH:14][cH:15][c:16]([OH:19])[cH:17][cH:18]2)[cH:6][cH:7][cH:8]1)([F:20])[F:21].[I-:29].[K+:26].[K+:27].[K+:28]>>[F:1][C:2]([c:3]1[cH:4][c:5]([C:9]([CH2:10][CH3:11])([OH:12])[c:13]2[cH:14][cH:15][c:16]([O:19][CH2:34][C:33]([N:32]([CH2:30][CH3:31])[CH2:37][CH3:38])=[O:36])[cH:17][cH:18]2)[cH:6][cH:7][cH:8]1)([F:20])[F:21].